From a dataset of the Open Reaction Database (ORD), a public repository of structured organic reaction records. describe an organic reaction: reactants, conditions, products, and yield Reactants: NC1=CC=C(C=C1)C (p-toluidine), IC=1C=NN(C1C(=O)O)C (4-iodo-1-methyl-1H-pyrazole-5-carboxylic acid), C(C)OCC (diethyl ether), [OH-].[Na+] (sodium hydroxide). Reagents/catalysts: [Cu] (copper). Run in C([O-])([O-])=O.[Na+].[Na+] (sodium carbonate). The product is C(C)N1C2=C(C(C=3C=C(C=CC13)C)=O)N(N=C2)C (4-ETHYL-1,7DIMETHYL-1,4-DIHYDRO-9H-PYRAZOLO[4,3-b]QUINOLIN-9-ONE). Yield: 66.0%. As a reaction SMILES: I[C:2]1[CH:3]=[N:4][N:5]([CH3:10])[C:6]=1[C:7](O)=[O:8].[NH2:11][C:12]1[CH:17]=[CH:16][C:15]([CH3:18])=[CH:14][CH:13]=1.[CH2:19](OCC)[CH3:20].[OH-].[Na+]>C(=O)([O-])[O-].[Na+].[Na+].[Cu]>[CH2:19]([N:11]1[C:12]2[CH:17]=[CH:16][C:15]([CH3:18])=[CH:14][C:13]=2[C:7](=[O:8])[C:6]2[N:5]([CH3:10])[N:4]=[CH:3][C:2]1=2)[CH3:20] |f:3.4,5.6.7|. Procedure details: A mixture of 4-iodo-1-methyl-1H-pyrazole-5-carboxylic acid ((Y. A. Manaev et al., J. Gen. Chem. USSR. (Engl. Transl.), 1982, 52, 2291), 2.92 g, 11.6 mmol), p-toluidine (6.20 g, 57.9 mmol), and copper powder (1.17 g, 18.4 mmol) in 5% aqueous sodium carbonate (60 ml) was stirring at 100° C. for 5 h. After cooling to room temperature, diethyl ether (100 ml) and 2N aqueous sodium hydroxide (100 ml) were added. This mixture was filtered through a pad of Celite, which was washed with 2N sodium hydroxi... The reactants are O=C([O-])[O-], CCOC(=O)CC(=O)OCC, CS(C)=O, Clc1nccnc1Cl, [Cs+], [Cs+], O. Yields the product CCOC(=O)C(C(=O)OCC)c1nccnc1Cl. As a reaction SMILES: [C:24](=[O:25])([O-:26])[O-:27].[C:9]([CH2:10][C:11](=[O:12])[O:13][CH2:14][CH3:15])(=[O:16])[O:17][CH2:18][CH3:19].[CH3:20][S:21](=[O:22])[CH3:23].[Cl:1][c:2]1[n:3][cH:4][cH:5][n:6][c:7]1[Cl:8].[Cs+:28].[Cs+:29].[OH2:30]>>[c:2]1([CH:10]([C:9](=[O:16])[O:17][CH2:18][CH3:19])[C:11](=[O:12])[O:13][CH2:14][CH3:15])[n:3][cH:4][cH:5][n:6][c:7]1[Cl:8]. Starting materials: BrC=1N=CC(=NC1)NC1=C(C=C(C(=O)OC)C=C1)[N+](=O)[O-] (methyl 4-(5-bromopyrazin-2-ylamino)-3-nitrobenzoate), [NH4+].[Cl-] (NH4Cl), CCOC(=O)C (EtOAc). Reagents/catalysts: [Fe] (Fe). The solvent is O (H2O), C1CCOC1 (THF). Conditions: temperature 65 celsius. The product is NC=1C=C(C(=O)OC)C=CC1NC1=NC=C(N=C1)Br (methyl 3-amino-4-(5-bromopyrazin-2-ylamino)benzoate). Isolated yield 74.1%. Reaction SMILES: [Br:1][C:2]1[N:3]=[CH:4][C:5]([NH:8][C:9]2[CH:18]=[CH:17][C:12]([C:13]([O:15][CH3:16])=[O:14])=[CH:11][C:10]=2[N+:19]([O-])=O)=[N:6][CH:7]=1.[NH4+].[Cl-].CCOC(C)=O>C1COCC1.O.[Fe]>[NH2:19][C:10]1[CH:11]=[C:12]([CH:17]=[CH:18][C:9]=1[NH:8][C:5]1[CH:4]=[N:3][C:2]([Br:1])=[CH:7][N:6]=1)[C:13]([O:15][CH3:16])=[O:14] |f:1.2|. Procedure: Into a 250 mL 3-necked roundbottom flask, was placed a solution of methyl 4-(5-bromopyrazin-2-ylamino)-3-nitrobenzoate (x) (5.0 g, 14.2 mmol) in THF (75 mL). This was followed by the addition of a solution of NH4Cl (3.8 g, 71 mmol) in H2O (25 mL). To the above was added Fe (4.0 g, 71 mmol) in several batches, while warming to a temperature of 65° C. The resulting solution was allowed to react for 3 hours at 65° C. The reaction progress was monitored by TLC (EtOAc/PE=1:2). Undissolved material wa... Starting materials: C1=CC(=CC=C1O)C (p-cresol), N1CCNCC1 (piperazine), Cl (HCl), C1=CC(=CC=C1O)C (p-cresol), C(C=CC1=CC=CC=C1)=O (cinnamaldehyde). Solvent: C1(=CC=CC=C1)C (toluene), O (water). Reaction conditions: temperature 80 celsius. Product: CC=1C=CC2=C(C(CC(O2)O)C2=CC=CC=C2)C1 (3,4-Dihydro-6-methyl-4-phenyl-2H-benzopyran-2-ol). As a reaction SMILES: [CH:1]1[C:6]([OH:7])=[CH:5][CH:4]=[C:3]([CH3:8])[CH:2]=1.N1CCNCC1.[CH:15](=[O:24])[CH:16]=[CH:17][C:18]1[CH:23]=[CH:22][CH:21]=[CH:20][CH:19]=1.Cl>O.C1(C)C=CC=CC=1>[CH3:8][C:3]1[CH:2]=[CH:1][C:6]2[O:7][CH:15]([OH:24])[CH2:16][CH:17]([C:18]3[CH:23]=[CH:22][CH:21]=[CH:20][CH:19]=3)[C:5]=2[CH:4]=1. Reported procedure: To a solution of p-cresol (25 g, 0.231 mol, 1 equiv), piperazine (11.94 g, 0.139 mol, 0.6 equiv) and toluene (250 ml, 10 ml/g) at reflux under Dean & Stark conditions was added cinnamaldehyde (45.83 g, 44 ml, 0.347 mol, 1.5 equiv) over a 2 hour period and reaction mixture monitored by HPLC for the presence of p-cresol. Upon completion (2 to 3 hours), the mixture was cooled to 80° C. and a solution of c.HCl (25 ml, 0.301 mol, 1.3 equiv) in water (100 ml, 5 ml/g) was slowly added and heated at 80-...